This data is from the Open Reaction Database (ORD), a public repository of structured organic reaction records. The task is: describe an organic reaction: reactants, conditions, products, and yield Yields the product CCC[n+]1cccc(-c2ccc(OC)c([N+](=O)[O-])c2)c1, [I-]. Reaction SMILES: [CH2:18]([CH2:19][CH3:20])[I:21].[CH3:1][O:2][c:3]1[c:4]([N+:15](=[O:16])[O-:17])[cH:5][c:6](-[c:9]2[cH:10][n:11][cH:12][cH:13][cH:14]2)[cH:7][cH:8]1.[CH3:22][C:23](=[O:24])[C:25]([CH3:26])([CH3:27])[CH3:28]>>[CH3:1][O:2][c:3]1[c:4]([N+:15](=[O:16])[O-:17])[cH:5][c:6](-[c:9]2[cH:10][n+:11]([CH2:18][CH2:19][CH3:20])[cH:12][cH:13][cH:14]2)[cH:7][cH:8]1.[I-:21]. The reactants are CCCI, COc1ccc(-c2cccnc2)cc1[N+](=O)[O-], CC(=O)C(C)(C)C. Starting materials: C1(\C=C/C(=O)O1)=O (maleic anhydride), [H][H] (hydrogen). Solvent: O1CCCC1 (tetrahydrofuran). The product is C1(CCCO1)=O (gamma-butyrolactone), C(CCCO)O (1,4-butanediol). As a reaction SMILES: [C:1]1(=O)[O:6][C:4](=[O:5])[CH:3]=[CH:2]1.[H][H]>O1CCCC1>[C:4]1(=[O:5])[O:6][CH2:1][CH2:2][CH2:3]1.[CH2:1]([OH:6])[CH2:2][CH2:3][CH2:4][OH:5]. Procedure details: Continuous production can be carried out by either the flooded-bed or the trickle-bed method. In batchwise hydrogenation a typical procedure is to charge a high-pressure autoclave with maleic anhydride dissolved in tetrahydrofuran and the catalyst, introduce hydrogen under pressure, and heat the mixture. When the reaction is completed the mixture is cooled, the catalyst is separated off, and the tetrahydrofuran, gamma-butyrolactone, and 1,4-butanediol are isolated by fractional distillation. If ... Reactants: OC1=C(C=CC=C1)\C(\C(=O)OC)=N/OC (methyl E-2-(2-hydroxyphenyl)-2-methoxyimino-acetate), OC1=C(C=CC=C1)/C(/C(=O)OC)=N/OC (methyl Z-2-(2-hydroxyphenyl)-2-methoxyimino-acetate), O1C(C(C2=C1C=CC=C2)=O)=NO (benzofuran-2,3-dione 2-oxime), Cl.CON (O-methylhydroxylamine hydrochloride), crude product. Solvent: CO (methanol). Yields the product OC1=C(C=CC=C1)C(C(=O)OC)=NOC (Methyl 2-(2-Hydroxyphenyl)-2-methoxyimino-acetate). Reaction SMILES: O1C2C=CC=CC=2C(=O)C1=NO.Cl.CON.[OH:17][C:18]1[CH:23]=[CH:22][CH:21]=[CH:20][C:19]=1/[C:24](=[N:29]\[O:30][CH3:31])/[C:25]([O:27][CH3:28])=[O:26].OC1C=CC=CC=1/C(=N/OC)/C(OC)=O>CO>[OH:17][C:18]1[CH:23]=[CH:22][CH:21]=[CH:20][C:19]=1[C:24](=[N:29][O:30][CH3:31])[C:25]([O:27][CH3:28])=[O:26] |f:1.2|. Reported procedure: 8.2 g (0.05 mol) of benzofuran-2,3-dione 2-oxime and 9 g (0.108 mol) of O-methylhydroxylamine hydrochloride in 50 ml of methanol are heated under reflux for 3 hours. The methanol is distilled off under reduced pressure and the residue is mixed with 50 ml of water and extracted with ethyl acetate. The organic phase is dried over sodium sulphate and the solvent is distilled off under reduced pressure, giving 9.88 g of crystal-containing crude product. According to HPLC, the crude product contains ... Starting materials: COc1cc(SC#N)ccc1O, CO, c1ccc(P(c2ccccc2)c2ccccc2)cc1. RXN SMILES: [CH3:1][O:2][c:3]1[c:4]([OH:12])[cH:5][cH:6][c:7]([S:9][C:10]#[N:11])[cH:8]1.[CH3:32][OH:33].[c:13]1([P:14]([c:15]2[cH:16][cH:17][cH:18][cH:19][cH:20]2)[c:21]2[cH:22][cH:23][cH:24][cH:25][cH:26]2)[cH:27][cH:28][cH:29][cH:30][cH:31]1>>[CH3:1][O:2][c:3]1[c:4]([OH:12])[cH:5][cH:6][c:7]([S:9][CH3:10])[cH:8]1. Product: COc1cc(SC)ccc1O. Starting materials: 3-0-desmethylartemetin,5-0-desmethylnobiletin,3, COC=1C=CC(=CC1O)C2=C(C(=O)C3=C(C=C(C(=C3O)OC)OC)O2)OC (casticin), 5-dihydroxy-4′,6,7-trimethoxy flavanone, C1=CC(=C(C=C1C2=CC(=O)C3=C(C=C(C(=C3O2)[C@H]4[C@@H]([C@H]([C@@H]([C@H](O4)CO)O)O)O)O)O)O)O (orientin), OC=1C=C(C2OC3=CC(=C(C(=C3C(C2)=O)O)OC)OC)C=CC1OC (3′,5-dihydroxy-4′,6,7-trimethoxyflavanone), luteolin-7-0-glucoside, 6J,8-heptamethoxyflavanone, COC=1C=C(C2=C(C1)OC(=CC2=O)C=3C=C(C(=C(C3)OC)OC)OC)O (corymbosin), C1=CC(=C(C=C1C2=CC(=O)C=3C(=CC(=CC3O2)O)O)O)O (luteolin), 27B, flavonoids, C1=CC(=C(C=C1C2=CC(=O)C3=C(C=C(C(=C3O)[C@H]4[C@@H]([C@H]([C@@H]([C@H](O4)CO)O)O)O)O)O2)O)O (isoorientin). Yields the product flavone glycosides, C1=CC(=C(C=C1C2=CC(=O)C=3C(=CC(=CC3O2)O)O)O)O (luteolin), COC1=C(C=C(C=C1)C2=CC(=O)C3=C(O2)C(=C(C(=C3O)OC)O)OC)O (acerosin). RXN SMILES: [CH3:1][O:2][C:3]1[CH:4]=[CH:5][C:6]([C:10]2[O:25][C:15]3[CH:16]=[C:17]([O:23]C)[C:18]([O:21][CH3:22])=[C:19]([OH:20])[C:14]=3[C:12](=[O:13])[C:11]=2OC)=[CH:7][C:8]=1[OH:9].C1C(C2OC3C(=C(O)C=C(O)C=3[C@@H]3O[C@H](CO)[C@@H](O)[C@H](O)[C@H]3O)[C:36](=[O:37])C=2)=CC(O)=C(O)C=1.C1C(C2OC3C=C(O)C([C@@H]4O[C@H](CO)[C@@H](O)[C@H](O)[C@H]4O)=C(O)C=3C(=O)C=2)=CC(O)=C(O)C=1.C1C(C2OC3C=C(O)C=C(O)C=3C(=O)C=2)=CC(O)=C(O)C=1.COC1C=C(O)C2C(=O)C=C(C3C=C(OC)C(OC)=C(OC)C=3)OC=2C=1.OC1C=C(C=CC=1OC)C1CC(=O)C2C(=CC(OC)=C(OC)C=2O)O1>>[CH:5]1[C:6]([C:10]2[O:25][C:15]3[CH:16]=[C:17]([OH:23])[CH:18]=[C:19]([OH:20])[C:14]=3[C:12](=[O:13])[CH:11]=2)=[CH:7][C:8]([OH:9])=[C:3]([OH:2])[CH:4]=1.[CH3:1][O:2][C:3]1[CH:4]=[CH:5][C:6]([C:10]2[O:25][C:15]3[C:16]([O:37][CH3:36])=[C:17]([OH:23])[C:18]([O:21][CH3:22])=[C:19]([OH:20])[C:14]=3[C:12](=[O:13])[CH:11]=2)=[CH:7][C:8]=1[OH:9]. Procedure details: A large number of flavonoids viz., casticin, orientin, isoorientin, luteolin, luteolin-7-0-glucoside, corymbosin, gardenins A and B, 3-0-desmethylartemetin,5-0-desmethylnobiletin,3\4\5,5\6J,8-heptamethoxyflavanone and 3\,5-dihydroxy-4′,6,7-trimethoxy flavanone and 3′,5-dihydroxy-4′,6,7-trimethoxyflavanone have been reported from this plant [Sirait, L. M., Rimpler, H. and Haensal, R., Experientia 1962, 18, 72; Haensal, R. et al. Phytochemistry 1965, 4 ,19; Banerji A. et al. Phytochemistry 1969, 8... The reactants are O (water), OC1=CC=2NC3=CC=CC=C3C2C=C1 (2-hydroxycarbazole), C([O-])([O-])=O.[K+].[K+] (potassium carbonate), BrCCBr (1,2-dibromoethane). Solvent: CC(CC)=O (2-butanone). Run at time 28 hour. The product is BrCCOC1=CC=2NC3=CC=CC=C3C2C=C1 (2-(2-bromoethoxy)carbazole). Reaction SMILES: [OH:1][C:2]1[CH:14]=[CH:13][C:12]2[C:11]3[C:6](=[CH:7][CH:8]=[CH:9][CH:10]=3)[NH:5][C:4]=2[CH:3]=1.C(=O)([O-])[O-].[K+].[K+].[Br:21][CH2:22][CH2:23]Br.O>CC(=O)CC>[Br:21][CH2:22][CH2:23][O:1][C:2]1[CH:14]=[CH:13][C:12]2[C:11]3[C:6](=[CH:7][CH:8]=[CH:9][CH:10]=3)[NH:5][C:4]=2[CH:3]=1 |f:1.2.3|. Reported procedure: A mixture of 2-hydroxycarbazole (30 g; mfd. by Aldrich), potassium carbonate (113.1 g; mfd. by KANTO CHEMICAL) and 1,2-dibromoethane (211 mL; mfd. by TOKYO KASEI KOGYO) in 2-butanone (165 mL; mfd. by Wako Pure Chemical Industries) was stirred vigorously at a reflux temperature for 28 hours. The reaction solution was poured into water (1050 mL) all at once and stirred. The precipitated crystal obtained by filtration was washed with water (1 L) and 2-propanol (250 mL), and then dried under reduced...